Task: describe an organic reaction: reactants, conditions, products, and yield. Dataset: the Open Reaction Database (ORD), a public repository of structured organic reaction records Starting materials: ice water, C(C)C1=CNC2=NC=C3C(=C21)NN=C3 (8-Ethyl-1,6-dihydropyrazolo[3,4-d]pyrrolo[2,3-b]pyridine), CN(C)C=O (DMF), S(=O)(=O)(C1=CC=C(C)C=C1)Cl (TsCl), [H-].[Na+] (NaH). Reaction conditions: time 20 minute. The product is C(C)C1=CN(C2=NC=C3C(=C21)N(N=C3)C)S(=O)(=O)C3=CC=C(C)C=C3 (8-ethyl-1-methyl-6-tosyl-1,6-dihydropyrazolo[3,4-d]pyrrolo[2,3-b]pyridine). Isolated yield 78.0%. Reaction SMILES: [CH2:1]([C:3]1[C:11]2[C:6](=[N:7][CH:8]=[C:9]3[CH:14]=[N:13][NH:12][C:10]3=2)[NH:5][CH:4]=1)[CH3:2].[H-].[Na+].[S:17](Cl)([C:20]1[CH:26]=[CH:25][C:23]([CH3:24])=[CH:22][CH:21]=1)(=[O:19])=[O:18].[CH3:28]N(C=O)C>>[CH2:1]([C:3]1[C:11]2[C:6](=[N:7][CH:8]=[C:9]3[CH:14]=[N:13][N:12]([CH3:28])[C:10]3=2)[N:5]([S:17]([C:20]2[CH:26]=[CH:25][C:23]([CH3:24])=[CH:22][CH:21]=2)(=[O:19])=[O:18])[CH:4]=1)[CH3:2] |f:1.2|. Procedure: 8-Ethyl-1,6-dihydropyrazolo[3,4-d]pyrrolo[2,3-b]pyridine (10.5 g, 56.3 mmol) in DMF (200 mL) was cooled to about 0° C. then treated with 60 wt % NaH (2.36 g, 59.1 mmol). After about 20 min, TsCl (11.3 g, 59.1 mmol) was added in portions. After about 40 min the mixture was poured slowly into ice water (300 mL) and stirred. The solids were collected by filtration then the material was dissolved in DCM (300 mL). The water layer was separated then the organic layer was dried over anhydrous MgSO4, fi... The reactants are O=S(Cl)Cl (SOCl2), OCC1=CC=CC(=N1)C(=O)OC (methyl 6-(hydroxymethyl)picolinate), C(=O)([O-])[O-].[K+].[K+] (K2CO3). The solvent is ClCCl (dichloromethane). Run at temperature 40 celsius, time 1 hour. Yields the product ClCC1=CC=CC(=N1)C(=O)OC (methyl 6-(chloromethyl)picolinate). The yield is 101.4%. RXN SMILES: O=S(Cl)[Cl:3].O[CH2:6][C:7]1[N:12]=[C:11]([C:13]([O:15][CH3:16])=[O:14])[CH:10]=[CH:9][CH:8]=1.C([O-])([O-])=O.[K+].[K+]>ClCCl>[Cl:3][CH2:6][C:7]1[N:12]=[C:11]([C:13]([O:15][CH3:16])=[O:14])[CH:10]=[CH:9][CH:8]=1 |f:2.3.4|. Reported procedure: SOCl2 (57 g, 0.48 mol) was added to a solution of methyl 6-(hydroxymethyl)picolinate 66 (40.0 g, 0.239 mol) (Chem. Eur. J. 2006, 12, 6393-6402) in dichloromethane (500 mL) at room temperature. The mixture was stirred at 40° C. for 1 h and sat. aq K2CO3 was added to adjust the pH to 9. The mixture was extracted with CH2Cl2 and the combined organics were washed with brine, dried (Na2SO4), and concentrated in vacuo to give 67 (45 g). Starting materials: [Na] (Sodium), SCC(=O)OCC (ethyl mercaptoacetate), ClCCCC(=O)OCC=C (allyl 4-chlorobutyrate). The solvent is C(C=C)O (allyl alcohol). Conditions: time 3 hour. Product: C(C)OC(=O)CSCCCC(=O)OCC=C (Allyl 4-(ethoxycarbonylmethylthio)butyrate). The yield is 88.1%. Reaction SMILES: [Na].[SH:2][CH2:3][C:4]([O:6][CH2:7][CH3:8])=[O:5].Cl[CH2:10][CH2:11][CH2:12][C:13]([O:15][CH2:16][CH:17]=[CH2:18])=[O:14]>C(O)C=C>[CH2:7]([O:6][C:4]([CH2:3][S:2][CH2:10][CH2:11][CH2:12][C:13]([O:15][CH2:16][CH:17]=[CH2:18])=[O:14])=[O:5])[CH3:8] |^1:0|. Procedure: Sodium (9.06 g; 0.39 mole) was decomposed in allyl alcohol (380 ml). The obtained solution was treated by dropwise adding of first ethyl mercaptoacetate (42.7 ml; 0.39 mole) at the temperature of 0° C. and then of allyl 4-chlorobutyrate (58.3 g; 0.36 mole) prepared according to the process disclosed in Example 2a. The obtained mixture was stirred for three hours at room temperature and then for 1 hour at reflux temperature. The mixture was concentrated by evaporation and poured into a mixture of... Reaction SMILES: [F:1][C:2]1[CH:17]=[C:16]([F:18])[CH:15]=[CH:14][C:3]=1[O:4][C:5]1[CH:10]=[CH:9][C:8]([N+:11]([O-])=O)=[CH:7][CH:6]=1>CO.[Pd]>[F:1][C:2]1[CH:17]=[C:16]([F:18])[CH:15]=[CH:14][C:3]=1[O:4][C:5]1[CH:6]=[CH:7][C:8]([NH2:11])=[CH:9][CH:10]=1. Product: FC1=C(OC2=CC=C(N)C=C2)C=CC(=C1)F (4-(2,4-Difluorophenoxy)aniline). Procedure: A suspension of 1-(2,4-difluorophenoxy)-4-nitrobenzene (209 g, 1.17 mol) and 10% palladium-on-carbon (20 g, 50% wet) in methanol (1.0 L) was shaken under an atmosphere of hydrogen (60 psi) at room temperature for 5 h. The mixture was filtered through a plug of Celite® (150 g), washing with methanol (2×300 mL) and the solvent was removed under reduced pressure to afford the crude product as a dark red oil. This residue was triturated with hexanes (500 mL) and filtered to provide the title compoun... The reagents and catalysts are [Pd] (palladium-on-carbon). Reactants: FC1=C(OC2=CC=C(C=C2)[N+](=O)[O-])C=CC(=C1)F (1-(2,4-difluorophenoxy)-4-nitrobenzene). The solvent is CO (methanol). Run at time 5 hour. The yield is 67.6%. Starting materials: Cc1cccc2ncc(CSc3ccc([N+](=O)[O-])cc3)n12, [Ca+2], [Cl-], [Cl-], [Fe]. Reaction SMILES: [CH3:1][c:2]1[cH:3][cH:4][cH:5][c:6]2[n:7]1[c:8]([CH2:11][S:12][c:13]1[cH:14][cH:15][c:16]([N+:19]([O-:20])=[O:21])[cH:17][cH:18]1)[cH:9][n:10]2.[Ca+2:24].[Cl-:22].[Cl-:23].[Fe:25]>>[CH3:1][c:2]1[cH:3][cH:4][cH:5][c:6]2[n:7]1[c:8]([CH2:11][S:12][c:13]1[cH:14][cH:15][c:16]([NH2:19])[cH:17][cH:18]1)[cH:9][n:10]2. Yields the product Cc1cccc2ncc(CSc3ccc(N)cc3)n12. Starting materials: C(CCCC)N (n-pentyl amine), [Na] (sodium), CCO (EtOH), [O-]CC.[Na+] (sodium ethoxide), [Na] (sodium), C(C(=O)OCC)(=O)OCC (diethyl oxalate), Cl (HCl), C(C=C)(=O)OC(C)(C)C (tert-butyl acrylate). Run in O (water). Run at time 12 hour. The product is OC1=C(CN(C1=O)CCCCC)C(=O)OC(C)(C)C (1,1-Dimethylethyl 2,5-dihydro-4-hydroxy-5-oxo-1-pentyl-1H-pyrrole-3-carboxylate). The yield is 47.0%. RXN SMILES: [CH2:1]([NH2:6])[CH2:2][CH2:3][CH2:4][CH3:5].[Na].[C:8]([O:12][C:13]([CH3:16])([CH3:15])[CH3:14])(=[O:11])C=C.C(OCC)(=O)[C:18](OCC)=[O:19].[O-:27][CH2:28][CH3:29].[Na+].Cl.[CH3:32]CO>O>[OH:27][C:28]1[C:18](=[O:19])[N:6]([CH2:1][CH2:2][CH2:3][CH2:4][CH3:5])[CH2:32][C:29]=1[C:8]([O:12][C:13]([CH3:16])([CH3:15])[CH3:14])=[O:11] |f:4.5,^1:6|. Procedure: To a solution of n-pentyl amine (21.72 g, 0.25 mol) in 110 ml of EtOH (freshly distilled from sodium) was added tert-butyl acrylate (36.62 ml, 0.26 mol) via syringe and the resulting solution was stirred under an atmosphere of argon for 12 h at room temperature. To the solution was then added diethyl oxalate (36.54 g, 0.25 mol). The solution was then cooled to 0° C. and a freshly prepared solution of sodium ethoxide (from 5.75 g (.25 mole) of sodium and 75 ml of EtOH) was added via cannula while... Reactants: BrCC1=CC(=CC=C1)CBr (α,α′-Bisbromo-m-xylene), CP(OCC)OCC (diethyl methylphosphonite), O (water). Solvent: CN(C)C=O (DMF). Run at temperature 150 celsius. Yields the product BrCC=1C=C(CP(OCC)(=O)C)C=CC1 (ethyl 3-(bromomethyl)benzyl(methyl)phosphinate). Yield: 44.0%. Reaction SMILES: Br[CH2:2][C:3]1[CH:8]=[CH:7][CH:6]=[C:5]([CH2:9][Br:10])[CH:4]=1.[CH3:11][P:12]([O:16]CC)[O:13][CH2:14][CH3:15].O>CN(C=O)C>[Br:10][CH2:9][C:5]1[CH:4]=[C:3]([CH:8]=[CH:7][CH:6]=1)[CH2:2][P:12]([CH3:11])(=[O:16])[O:13][CH2:14][CH3:15]. Reported procedure: To a solution of α,α′-Bisbromo-m-xylene (7.75 g, 29.38 mmol) in DMF (10 mL) was added diethyl methylphosphonite (2.0 g, 14.69 mmol) via syringe. The mixture was heated to 150° C. for 2 minutes in a microwave. The reaction mixture was poured into water and product extracted with ethyl acetate (3×25 mL). The combined organics were washed with water (2×50 mL) and brine (50 mL), and dried over Na2SO4. Reduced volume in vacuo and purified product by flash column eluting 20-100% ethyl acetate in hexan... The reactants are C(C)(C)(C)[SiH2]OC(C=1C(=C(C(=C(C1)C(C)=O)F)F)N1C[C@H](O[C@H](C1)C)C)(C1=CC=CC=C1)C1=CC=CC=C1 (1-[5-(tert-butyl-diphenyl-silanyloxymethyl)-4-((2R,6S)-2,6-dimethyl-morpholin-4-yl)-2,3-difluoro-phenyl]-ethanone), C(C)(C)(C)[SiH2]OC(C=1C(=C(C(=C(C1)C(C)=O)F)F)N1C[C@H](O[C@H](C1)C)C)(C1=CC=CC=C1)C1=CC=CC=C1 (1-[5-(tert-butyl-diphenyl-silanyloxymethyl)-4-((2R,6S)-2,6-dimethyl-morpholin-4-yl)-2,3-difluoro-phenyl]-ethanone), [S] (sulfur), [I-].[K+] (potassium iodide), N (ammonia), CS(=O)C (DMSO). Run in O (water). Reaction conditions: temperature 100 celsius. The product is C[C@@H]1CN(C[C@@H](O1)C)C1=C(C2=C(C(=NS2)C)C=C1CO)F ({6-[(2R,6S)-2,6-dimethylmorpholin-4-yl]-7-fluoro-3-methyl-1,2-benzothiazol-5-yl}methanol). RXN SMILES: C([SiH2][O:6][C:7](C1C=CC=CC=1)(C1C=CC=CC=1)[C:8]1[C:9]([N:19]2[CH2:24][C@H:23]([CH3:25])[O:22][C@H:21]([CH3:26])[CH2:20]2)=[C:10]([F:18])C(F)=[C:12]([C:14](=O)[CH3:15])[CH:13]=1)(C)(C)C.[S].[I-].[K+].[NH3:42].C[S:44]([CH3:46])=O>O>[CH3:26][C@H:21]1[O:22][C@@H:23]([CH3:25])[CH2:24][N:19]([C:9]2[C:8]([CH2:7][OH:6])=[CH:13][C:12]3[C:14]([CH3:15])=[N:42][S:44][C:46]=3[C:10]=2[F:18])[CH2:20]1 |f:2.3,^3:38|. Procedure details: A mixture of 1-[5-(tert-Butyldiphenylsilanyloxymethyl)-4-[(2R,6S)-2,6-dimethyl-morpholin-4-yl]-2,3-difluorophenyl]ethanone (Intermediate 9, 0.5 g, 0.92 mmol), sulfur powder (0.06 g, 1.8 mmol), potassium iodide (0.08 g, 0.4 mmol) and 25% aqueous ammonia solution (10 mL) in DMSO (10 mL) was heated in a sealed tube at 100° C. for 4 hours. The reaction mixture was cooled and water was added. The mixture was extracted with ethyl acetate, which was dried (Na2SO4) and concentrated. The residue was puri... The reactants are CCCCC#Cc1cc(OC)ccc1C(=O)N(C)OC, [Mg+]Cc1ccccc1, C1CCOC1, [Cl-]. The product is CCCCC#Cc1cc(OC)ccc1C(=O)Cc1ccccc1. As a reaction SMILES: [C:1](#[C:2][CH2:3][CH2:4][CH2:5][CH3:6])[c:7]1[c:8]([C:9](=[O:10])[N:11]([CH3:12])[O:13][CH3:14])[cH:15][cH:16][c:17]([O:19][CH3:20])[cH:18]1.[CH2:22]([c:23]1[cH:24][cH:25][cH:26][cH:27][cH:28]1)[Mg+:29].[CH2:30]1[O:31][CH2:32][CH2:33][CH2:34]1.[Cl-:21]>>[C:1](#[C:2][CH2:3][CH2:4][CH2:5][CH3:6])[c:7]1[c:8]([C:9](=[O:10])[CH2:22][c:23]2[cH:24][cH:25][cH:26][cH:27][cH:28]2)[cH:15][cH:16][c:17]([O:19][CH3:20])[cH:18]1.